This data is from the Open Reaction Database (ORD), a public repository of structured organic reaction records. The task is: describe an organic reaction: reactants, conditions, products, and yield The reactants are CC(C)CCN(C(=O)NCCOCc1ccccc1)C(Cc1ccccc1)C(=O)NCCN(C)C, CO, [OH-], [OH-], [Pd+2]. The product is CC(C)CCN(C(=O)NCCO)C(Cc1ccccc1)C(=O)NCCN(C)C. As a reaction SMILES: [CH2:1]([c:2]1[cH:3][cH:4][cH:5][cH:6][cH:7]1)[O:8][CH2:9][CH2:10][NH:11][C:12]([N:13]([CH2:14][CH2:15][CH:16]([CH3:17])[CH3:18])[CH:19]([C:20](=[O:21])[NH:22][CH2:23][CH2:24][N:25]([CH3:26])[CH3:27])[CH2:28][c:29]1[cH:30][cH:31][cH:32][cH:33][cH:34]1)=[O:35].[CH3:36][OH:37].[OH-:38].[OH-:40].[Pd+2:39]>>[OH:8][CH2:9][CH2:10][NH:11][C:12]([N:13]([CH2:14][CH2:15][CH:16]([CH3:17])[CH3:18])[CH:19]([C:20](=[O:21])[NH:22][CH2:23][CH2:24][N:25]([CH3:26])[CH3:27])[CH2:28][c:29]1[cH:30][cH:31][cH:32][cH:33][cH:34]1)=[O:35]. Starting materials: COC(=O)c1ccc(-n2ccc(C)n2)cc1OC, [Li+], C1CCOC1, [OH-]. As a reaction SMILES: [CH3:1][O:2][C:3]([c:4]1[c:5]([O:16][CH3:17])[cH:6][c:7](-[n:10]2[n:11][c:12]([CH3:15])[cH:13][cH:14]2)[cH:8][cH:9]1)=[O:18].[Li+:19].[O:21]1[CH2:22][CH2:23][CH2:24][CH2:25]1.[OH-:20]>>[O:2]=[C:3]([c:4]1[c:5]([O:16][CH3:17])[cH:6][c:7](-[n:10]2[n:11][c:12]([CH3:15])[cH:13][cH:14]2)[cH:8][cH:9]1)[OH:18]. Product: COc1cc(-n2ccc(C)n2)ccc1C(=O)O. Starting materials: C(C)C1=NC(=NC=2N3C(C(NC12)=O)=CN=C3CCC3CCCCC3)N3C(=NC=C3)CCC3CCCCC3 (4-Ethyl-9-(2-cyclohexylethyl)-2-(2-(2-cyclohexylethyl)-1H-imidazol-1-yl)imidazo[5,1-h]pteridin-6(5H)-one), N1C=NC=C1 (imidazole). Product: C(C)C1=NC(=NC=2N3C(C(NC12)=O)=CN=C3CCC3CCCCC3)N3C=NC=C3 (4-Ethyl-9-(2-cyclohexylethyl)-2-(1H-imidazol-1-yl)imidazo[5,1-h]pteridin-6(5H)-one). RXN SMILES: [CH2:1]([C:3]1[C:12]2[NH:11][C:10](=[O:13])[C:9]3=[CH:14][N:15]=[C:16]([CH2:17][CH2:18][CH:19]4[CH2:24][CH2:23][CH2:22][CH2:21][CH2:20]4)[N:8]3[C:7]=2[N:6]=[C:5]([N:25]2[CH:29]=[CH:28][N:27]=[C:26]2CCC2CCCCC2)[N:4]=1)[CH3:2].N1C=CN=C1>>[CH2:1]([C:3]1[C:12]2[NH:11][C:10](=[O:13])[C:9]3=[CH:14][N:15]=[C:16]([CH2:17][CH2:18][CH:19]4[CH2:24][CH2:23][CH2:22][CH2:21][CH2:20]4)[N:8]3[C:7]=2[N:6]=[C:5]([N:25]2[CH:29]=[CH:28][N:27]=[CH:26]2)[N:4]=1)[CH3:2]. Procedure details: Prepared by treatment of the product of Example 9c with excess imidazole at 200° C. The reactants are ClC1=CC=CC=2NC(C3=C(N(C21)C(=O)Cl)C=CC=C3)=O (6-chloro-5-(chlorocarbonyl)-5,10-dihydro-11H-dibenzo[b,e][1,4]diazepin-11-one), C(CC)N(CCC)CC1N(CCCC1)CCN (2-[2-[(dipropylamino)methyl]-piperidin-l-yl]ethanamine). The product is ClC1=CC=CC=2NC(C3=C(N(C21)C(=O)NCCN2C(CCCC2)CN(CCC)CCC)C=CC=C3)=O (6-Chloro-5,10-dihydro-5-[[[2-[2-[(dipropylamino)methyl]-piperidin-l-yl]ethyl]amino]carbonyl]-11H-dibenzo[b,e][1,4]diazepin-11-one). Isolated yield 2.6%. As a reaction SMILES: [Cl:1][C:2]1[C:12]2[N:11]([C:13](Cl)=[O:14])[C:10]3[CH:16]=[CH:17][CH:18]=[CH:19][C:9]=3[C:8](=[O:20])[NH:7][C:6]=2[CH:5]=[CH:4][CH:3]=1.[CH2:21]([N:24]([CH2:28][CH:29]1[CH2:34][CH2:33][CH2:32][CH2:31][N:30]1[CH2:35][CH2:36][NH2:37])[CH2:25][CH2:26][CH3:27])[CH2:22][CH3:23]>>[Cl:1][C:2]1[C:12]2[N:11]([C:13]([NH:37][CH2:36][CH2:35][N:30]3[CH2:31][CH2:32][CH2:33][CH2:34][CH:29]3[CH2:28][N:24]([CH2:21][CH2:22][CH3:23])[CH2:25][CH2:26][CH3:27])=[O:14])[C:10]3[CH:16]=[CH:17][CH:18]=[CH:19][C:9]=3[C:8](=[O:20])[NH:7][C:6]=2[CH:5]=[CH:4][CH:3]=1. Procedure details: Prepared analogously to Example 1 from 6-chloro-5-(chlorocarbonyl)-5,10-dihydro-11H-dibenzo[b,e][1,4]diazepin-11-one and 2-[2-[(dipropylamino)methyl]-piperidin-l-yl]ethanamine in a yield of 2.6% of theory. Colourless crystals, m.p. 71°-78° C., presumably a mixture of 2 diastereomers. Reactants: C(C)(C)(C)OC(=O)N[C@@H](CC1=CC=C(C=C1)C#CCCCC(=O)OC(C)(C)C)C(N1CCCCC1)=O (tert-Butyl (S)-6-(4-(2-((tert-butoxycarbonyl)amino)-3-oxo-3-(piperidin-1-yl)propyl)phenyl)hex-5-ynoate). The reagents and catalysts are [Pd+2] (palladium(II)). Run in C(C)(=O)OCC (ethyl acetate). Conditions: time 2 hour. The product is C(C)(C)(C)OC(=O)N[C@@H](CC1=CC=C(C=C1)CCCCCC(=O)OC(C)(C)C)C(N1CCCCC1)=O (tert-butyl (S)-6-(4-(2-((tert-butoxycarbonyl)amino)-3-oxo-3-(piperidin-1-yl)propyl)phenyl)hexanoate). RXN SMILES: [C:1]([O:5][C:6]([NH:8][C@H:9]([C:29](=[O:36])[N:30]1[CH2:35][CH2:34][CH2:33][CH2:32][CH2:31]1)[CH2:10][C:11]1[CH:16]=[CH:15][C:14]([C:17]#[C:18][CH2:19][CH2:20][CH2:21][C:22]([O:24][C:25]([CH3:28])([CH3:27])[CH3:26])=[O:23])=[CH:13][CH:12]=1)=[O:7])([CH3:4])([CH3:3])[CH3:2]>C(OCC)(=O)C.[Pd+2]>[C:1]([O:5][C:6]([NH:8][C@H:9]([C:29](=[O:36])[N:30]1[CH2:31][CH2:32][CH2:33][CH2:34][CH2:35]1)[CH2:10][C:11]1[CH:16]=[CH:15][C:14]([CH2:17][CH2:18][CH2:19][CH2:20][CH2:21][C:22]([O:24][C:25]([CH3:27])([CH3:28])[CH3:26])=[O:23])=[CH:13][CH:12]=1)=[O:7])([CH3:2])([CH3:3])[CH3:4]. Procedure details: tert-Butyl (S)-6-(4-(2-((tert-butoxycarbonyl)amino)-3-oxo-3-(piperidin-1-yl)propyl)phenyl)hex-5-ynoate (Compound SP425) (5.74 g, 11.51 mmol) was dissolved in ethyl acetate (40 ml), and 10% palladium(II) on carbon (1.72 g) was added under a nitrogen atmosphere. The mixture was then stirred at room temperature for 2 hours under a hydrogen atmosphere. After filtration through celite, the filtrate was concentrated under reduced pressure to afford the title compound SP426 (5.65 g, 98%). Starting materials: [BH4-], CO, Cc1ccc(C(=O)NC2CC2)cc1-n1ncc(C(=O)c2cccc(C=O)c2)c1N, [Na+], [Na+], [OH-]. Product: Cc1ccc(C(=O)NC2CC2)cc1-n1ncc(C(=O)c2cccc(CO)c2)c1N. As a reaction SMILES: [BH4-:30].[CH3:34][OH:35].[NH2:1][c:2]1[c:3]([C:20]([c:21]2[cH:22][c:23]([CH:27]=[O:28])[cH:24][cH:25][cH:26]2)=[O:29])[cH:4][n:5][n:6]1-[c:7]1[cH:8][c:9]([C:10](=[O:11])[NH:12][CH:13]2[CH2:14][CH2:15]2)[cH:16][cH:17][c:18]1[CH3:19].[Na+:31].[Na+:33].[OH-:32]>>[NH2:1][c:2]1[c:3]([C:20]([c:21]2[cH:22][c:23]([CH2:27][OH:28])[cH:24][cH:25][cH:26]2)=[O:29])[cH:4][n:5][n:6]1-[c:7]1[cH:8][c:9]([C:10](=[O:11])[NH:12][CH:13]2[CH2:14][CH2:15]2)[cH:16][cH:17][c:18]1[CH3:19]. The reactants are C[O-].[Na+] (sodium methoxide), Teflon, ClC1=NC=CC(=N1)C1=C(N=C2N1C=CC(=C2)C(F)(F)F)C=2C=C(C(=O)NC1=C(C=CC=C1F)F)C=CC2 (3-[3-(2-chloro-4-pyrimidinyl)-7-(trifluoromethyl)imidazo[1,2-a]pyridin-2-yl]-N-(2,6-difluorophenyl)benzamide), FCCN1CCN(CC1)C1CCN(CC1)C1=CC(=C(N)C=C1)OC (4-{4-[4-(2-fluoroethyl)-1-piperazinyl]-1-piperidinyl}-2-(methyloxy)aniline), O.C1(=CC=C(C=C1)S(=O)(=O)O)C (p-toluenesulfonic acid monohydrate). The solvent is C(Cl)Cl (DCM), CO (MeOH), CCCCCC (hexane), FC(CO)(F)F (2,2,2-trifluoroethanol). Reaction conditions: temperature 150 celsius. Product: FC1=C(C(=CC=C1)F)NC(C1=CC(=CC=C1)C=1N=C2N(C=CC(=C2)C(F)(F)F)C1C1=NC(=NC=C1)NC1=C(C=C(C=C1)N1CCC(CC1)N1CCN(CC1)CCF)OC)=O (N-(2,6-difluorophenyl)-3-[3-(2-{[4-{4-[4-(2-fluoroethyl)-1-piperazinyl]-1-piperidinyl}-2-(methyloxy)phenyl]amino}-4-pyrimidinyl)-7-(trifluoromethyl)imidazo[1,2-a]pyridin-2-yl]benzamide). Isolated yield 36.8%. As a reaction SMILES: Cl[C:2]1[N:7]=[C:6]([C:8]2[N:12]3[CH:13]=[CH:14][C:15]([C:17]([F:20])([F:19])[F:18])=[CH:16][C:11]3=[N:10][C:9]=2[C:21]2[CH:22]=[C:23]([CH:35]=[CH:36][CH:37]=2)[C:24]([NH:26][C:27]2[C:32]([F:33])=[CH:31][CH:30]=[CH:29][C:28]=2[F:34])=[O:25])[CH:5]=[CH:4][N:3]=1.[F:38][CH2:39][CH2:40][N:41]1[CH2:46][CH2:45][N:44]([CH:47]2[CH2:52][CH2:51][N:50]([C:53]3[CH:59]=[CH:58][C:56]([NH2:57])=[C:55]([O:60][CH3:61])[CH:54]=3)[CH2:49][CH2:48]2)[CH2:43][CH2:42]1.O.C1(C)C=CC(S(O)(=O)=O)=CC=1.C[O-].[Na+]>FC(F)(F)CO.CO.C(Cl)Cl.CCCCCC>[F:34][C:28]1[CH:29]=[CH:30][CH:31]=[C:32]([F:33])[C:27]=1[NH:26][C:24](=[O:25])[C:23]1[CH:35]=[CH:36][CH:37]=[C:21]([C:9]2[N:10]=[C:11]3[CH:16]=[C:15]([C:17]([F:20])([F:19])[F:18])[CH:14]=[CH:13][N:12]3[C:8]=2[C:6]2[CH:5]=[CH:4][N:3]=[C:2]([NH:57][C:56]3[CH:58]=[CH:59][C:53]([N:50]4[CH2:49][CH2:48][CH:47]([N:44]5[CH2:43][CH2:42][N:41]([CH2:40][CH2:39][F:38])[CH2:46][CH2:45]5)[CH2:52][CH2:51]4)=[CH:54][C:55]=3[O:60][CH3:61])[N:7]=2)[CH:22]=1 |f:2.3,4.5|. Procedure: To 3-[3-(2-chloro-4-pyrimidinyl)-7-(trifluoromethyl)imidazo[1,2-a]pyridin-2-yl]-N-(2,6-difluorophenyl)benzamide (110 mg, 0.21 mmol) and 4-{4-[4-(2-fluoroethyl)-1-piperazinyl]-1-piperidinyl}-2-(methyloxy)aniline (Example 57, step E) (63 mg, 0.19 mmol) in 2,2,2-trifluoroethanol (2 mL) was added p-toluenesulfonic acid monohydrate (134 mg, 0.71 mmol). The mixture was stirred and heated on a microwave at 150° C. for 45 min, then cooled to rt. The mixture was neutralized with 0.5M sodium methoxide in ...